This data is from the Open Reaction Database (ORD), a public repository of structured organic reaction records. The task is: describe an organic reaction: reactants, conditions, products, and yield The reactants are CC(C)C(NC(=O)OCC1c2ccccc2-c2ccccc21)C(=O)OCC(O)C(=O)OCc1ccccc1, CCCCCCCCCCCCCCCCCC(=O)Cl, ClCCl, [Na+], O=C([O-])O, c1ccncc1. Product: CCCCCCCCCCCCCCCCCC(=O)OC(COC(=O)C(NC(=O)OCC1c2ccccc2-c2ccccc21)C(C)C)C(=O)OCc1ccccc1. As a reaction SMILES: [C:1](=[O:2])([O:3][CH2:4][CH:5]1[c:6]2[cH:7][cH:8][cH:9][cH:10][c:11]2-[c:12]2[cH:13][cH:14][cH:15][cH:16][c:17]21)[NH:18][CH:19]([CH:20]([CH3:21])[CH3:22])[C:23](=[O:24])[O:25][CH2:26][CH:27]([C:28](=[O:29])[O:30][CH2:31][c:32]1[cH:33][cH:34][cH:35][cH:36][cH:37]1)[OH:38].[C:45]([CH2:46][CH2:47][CH2:48][CH2:49][CH2:50][CH2:51][CH2:52][CH2:53][CH2:54][CH2:55][CH2:56][CH2:57][CH2:58][CH2:59][CH2:60][CH2:61][CH3:62])(=[O:63])[Cl:64].[Cl:70][CH2:71][Cl:72].[Na+:65].[OH:66][C:67](=[O:68])[O-:69].[cH:39]1[cH:40][cH:41][n:42][cH:43][cH:44]1>>[C:1](=[O:2])([O:3][CH2:4][CH:5]1[c:6]2[cH:7][cH:8][cH:9][cH:10][c:11]2-[c:12]2[cH:13][cH:14][cH:15][cH:16][c:17]21)[NH:18][CH:19]([CH:20]([CH3:21])[CH3:22])[C:23](=[O:24])[O:25][CH2:26][CH:27]([C:28](=[O:29])[O:30][CH2:31][c:32]1[cH:33][cH:34][cH:35][cH:36][cH:37]1)[O:38][C:45]([CH2:46][CH2:47][CH2:48][CH2:49][CH2:50][CH2:51][CH2:52][CH2:53][CH2:54][CH2:55][CH2:56][CH2:57][CH2:58][CH2:59][CH2:60][CH2:61][CH3:62])=[O:63]. Starting materials: COC=1C=C(C=CC1OC)CN1C(C(=C(C1=O)C1=CC=C(C=C1)C(F)(F)F)C)=O (1-{[3,4-bis(methyloxy)phenyl]methyl}-3-methyl-4-[4-(trifluoromethyl)phenyl]-1H-pyrrole-2,5-dione), C(=O)(C(F)(F)F)O (TFA), OS(=O)(=O)O (H2SO4). Solvent: C1(=CC=CC=C1)OC (anisole). Yields the product CC=1C(NC(C1C1=CC=C(C=C1)C(F)(F)F)=O)=O (3-methyl-4-[4-(trifluoromethyl)phenyl]-1H-pyrrole-2,5-dione). Isolated yield 79.4%. RXN SMILES: COC1C=C(C[N:12]2[C:16](=[O:17])[C:15]([C:18]3[CH:23]=[CH:22][C:21]([C:24]([F:27])([F:26])[F:25])=[CH:20][CH:19]=3)=[C:14]([CH3:28])[C:13]2=[O:29])C=CC=1OC.C(O)(C(F)(F)F)=O.OS(O)(=O)=O>C1(OC)C=CC=CC=1>[CH3:28][C:14]1[C:13](=[O:29])[NH:12][C:16](=[O:17])[C:15]=1[C:18]1[CH:19]=[CH:20][C:21]([C:24]([F:27])([F:25])[F:26])=[CH:22][CH:23]=1. Reported procedure: A solution of 1-{[3,4-bis(methyloxy)phenyl]methyl}-3-methyl-4-[4-(trifluoromethyl)phenyl]-1H-pyrrole-2,5-dione (P3, 100 mg), anisole (107 μL), TFA (4 mL) and H2SO4 (catalytic amount) was heated at 90° C. overnight. The solution was then concentrated in vacuo, dichloromethane was added and the organic phase was washed with NaHCO3 (aqueous saturated solution), dried on sodium sulphate and evaporated in vacuo. The crude was purified by flash chromatography eluting with cyclohexane/ethyl acetate 8/2... The reactants are CC(C)NCCCOc1ccc(OCc2ccccc2)cc1, CCO. Product: CC(C)NCCCOc1ccc(O)cc1. Reaction SMILES: [CH2:1]([c:2]1[cH:3][cH:4][cH:5][cH:6][cH:7]1)[O:8][c:9]1[cH:10][cH:11][c:12]([O:15][CH2:16][CH2:17][CH2:18][NH:19][CH:20]([CH3:21])[CH3:22])[cH:13][cH:14]1.[CH3:23][CH2:24][OH:25]>>[OH:8][c:9]1[cH:10][cH:11][c:12]([O:15][CH2:16][CH2:17][CH2:18][NH:19][CH:20]([CH3:21])[CH3:22])[cH:13][cH:14]1.